The task is: describe an organic reaction: reactants, conditions, products, and yield. This data is from the Open Reaction Database (ORD), a public repository of structured organic reaction records. Starting materials: FC1=C(C=CC(=C1)F)[N+](=O)[O-] (2,4-difluoro-1-nitrobenzene), C1(CC1)N (cyclopropylamine), CCN(C(C)C)C(C)C (DIPEA). Solvent: CC#N (CH3CN). Run at time 18 hour. The product is C1(CC1)NC1=C(C=CC(=C1)F)[N+](=O)[O-] (Cyclopropyl-(5-fluoro-2-nitrophenyl)amine). Yield: 100.0%. As a reaction SMILES: F[C:2]1[CH:7]=[C:6]([F:8])[CH:5]=[CH:4][C:3]=1[N+:9]([O-:11])=[O:10].[CH:12]1([NH2:15])[CH2:14][CH2:13]1.CCN(C(C)C)C(C)C>CC#N>[CH:12]1([NH:15][C:2]2[CH:7]=[C:6]([F:8])[CH:5]=[CH:4][C:3]=2[N+:9]([O-:11])=[O:10])[CH2:14][CH2:13]1. Procedure: To a solution of 2,4-difluoro-1-nitrobenzene (0.7 mL, 6.3 mmol) in anhydrous CH3CN (10 mL) were added cyclopropylamine (0.4 mL, 6.3 mmol) and DIPEA (1.1 mL, 6.3 mmol). The reaction mixture was stirred at RT for 18 h then evaporated in vacuo. The resulting residue was purified by column chromatography (Si—PCC, gradient 0-10% EtOAc in cyclohexane) to afford the title compound as a yellow solid (6.3 mmol, quantitative). 1H NMR (CDCl3, 300 MHz): δ 8.26-8.09 (2H, m), 6.95 (1H, dd, J=11.43, 2.68 Hz), ...